This data is from the Open Reaction Database (ORD), a public repository of structured organic reaction records. The task is: describe an organic reaction: reactants, conditions, products, and yield The reactants are Nc1ccc(Br)c(Cl)c1, CS(=O)(=O)Cl, O, c1ccncc1. Product: CS(=O)(=O)Nc1ccc(Br)c(Cl)c1. RXN SMILES: [Br:7][c:8]1[c:9]([Cl:15])[cH:10][c:11]([NH2:12])[cH:13][cH:14]1.[CH3:1][S:2]([Cl:3])(=[O:4])=[O:5].[OH2:6].[cH:16]1[cH:17][cH:18][n:19][cH:20][cH:21]1>>[CH3:1][S:2](=[O:4])(=[O:5])[NH:12][c:11]1[cH:10][c:9]([Cl:15])[c:8]([Br:7])[cH:14][cH:13]1. Starting materials: [N+](=O)([O-])C(C)C (2-nitropropane), [Na] (sodium), BrCC1=CC=C(C=C1)N1N=CC(=N1)C#N (2-(p-bromomethyl-phenyl)-4-cyano-2H-1,2,3-triazole). Solvent: C(C)O (ethanol). Product: C(=O)C1=CC=C(C=C1)N1N=CC(=N1)C#N (2-(p-Formyl-phenyl)-4-cyano-2H-1,2,3-triazole). RXN SMILES: [Na].[N+](C(C)C)([O-])=[O:3].Br[CH2:9][C:10]1[CH:15]=[CH:14][C:13]([N:16]2[N:20]=[C:19]([C:21]#[N:22])[CH:18]=[N:17]2)=[CH:12][CH:11]=1>C(O)C>[CH:9]([C:10]1[CH:15]=[CH:14][C:13]([N:16]2[N:20]=[C:19]([C:21]#[N:22])[CH:18]=[N:17]2)=[CH:12][CH:11]=1)=[O:3] |^1:0|. Procedure details: 4.6 g of sodium are dissolved in 300 ml of absolute ethanol, with stirring and whilst passing a vigorous stream of nitrogen over the mixture. 23.2 g of 2-nitropropane (purity: about 95%) are then added dropwise at 21° C. in the course of 5 minutes and the reaction mixture is stirred at 20° to 25° C. for a further 2 hours. 52.6 g of 2-(p-bromomethyl-phenyl)-4-cyano-2H-1,2,3-triazole are then introduced and the reaction mixture is slowly heated up to the reflux temperature and refluxed for 2 hours... As a reaction SMILES: [Cl:1][c:2]1[c:3]([N:24]2[CH2:25][CH2:26][N:27]([C:30]([O:31][C:32]([CH3:33])([CH3:34])[CH3:35])=[O:36])[CH2:28][CH2:29]2)[cH:4][c:5]([NH:11][C:12]([c:13]2[cH:14][cH:15][c:16]([CH2:19][N:20]([CH3:21])[CH3:22])[cH:17][cH:18]2)=[O:23])[c:6]([N+:8](=[O:9])[O-:10])[cH:7]1.[Cl:44][CH2:45][Cl:46].[F:37][C:38]([F:39])([F:40])[C:41]([OH:42])=[O:43]>>[Cl:1][c:2]1[c:3]([N:24]2[CH2:25][CH2:26][NH:27][CH2:28][CH2:29]2)[cH:4][c:5]([NH:11][C:12]([c:13]2[cH:14][cH:15][c:16]([CH2:19][N:20]([CH3:21])[CH3:22])[cH:17][cH:18]2)=[O:23])[c:6]([N+:8](=[O:9])[O-:10])[cH:7]1. The product is CN(C)Cc1ccc(C(=O)Nc2cc(N3CCNCC3)c(Cl)cc2[N+](=O)[O-])cc1. Starting materials: CN(C)Cc1ccc(C(=O)Nc2cc(N3CCN(C(=O)OC(C)(C)C)CC3)c(Cl)cc2[N+](=O)[O-])cc1, ClCCl, O=C(O)C(F)(F)F. Reactants: CC=1SC(=C(N1)C(=O)O)C=1C=C(C=CC1)C (2-methyl-5-m-tolyl-thiazole-4-carboxylic acid), N1C[C@@H](CCC1)NC(=O)C1=C(N=C2SC=CN21)C ((R)-6-methyl-imidazo[2,1-b]-thiazole-5-carboxylic acid-piperidin-3-ylamide). Yields the product CC=1SC(=C(N1)C(=O)N1C[C@@H](CCC1)NC(=O)C1=C(N=C2SC=CN21)C)C=2C=C(C=CC2)C ((R)-6-Methyl-imidazo[2,1-b]thiazole-5-carboxylic acid[1-(2-methyl-5-m-tolyl-thiazole-4-carbonyl)-piperidin-3-yl]-amide). As a reaction SMILES: [CH3:1][C:2]1[S:3][C:4]([C:10]2[CH:11]=[C:12]([CH3:16])[CH:13]=[CH:14][CH:15]=2)=[C:5]([C:7]([OH:9])=O)[N:6]=1.[NH:17]1[CH2:22][CH2:21][CH2:20][C@@H:19]([NH:23][C:24]([C:26]2[N:33]3[C:29]([S:30][CH:31]=[CH:32]3)=[N:28][C:27]=2[CH3:34])=[O:25])[CH2:18]1>>[CH3:1][C:2]1[S:3][C:4]([C:10]2[CH:11]=[C:12]([CH3:16])[CH:13]=[CH:14][CH:15]=2)=[C:5]([C:7]([N:17]2[CH2:22][CH2:21][CH2:20][C@@H:19]([NH:23][C:24]([C:26]3[N:33]4[C:29]([S:30][CH:31]=[CH:32]4)=[N:28][C:27]=3[CH3:34])=[O:25])[CH2:18]2)=[O:9])[N:6]=1. Procedure details: prepared by reaction of 2-methyl-5-m-tolyl-thiazole-4-carboxylic acid with (R)-6-methyl-imidazo[2,1-b]-thiazole-5-carboxylic acid-piperidin-3-ylamide.